Dataset: the Open Reaction Database (ORD), a public repository of structured organic reaction records. Task: describe an organic reaction: reactants, conditions, products, and yield The reactants are COC(=O)C=1C=2C=NNC2C=C(C1)Br (6-bromo-4-indazolecarboxylic acid methyl ester), C([O-])([O-])=O.[K+].[K+] (potassium carbonate), FC1=CC=C(C=C1)I (4-fluoroiodobenzene), CN[C@H]1[C@@H](CCCC1)NC (rac-trans-N,N′-dimethylcyclohexane-1,2-diamine). Reagents/catalysts: [Cu]I (copper(I) iodide). The solvent is O (water), C(C)(=O)OCC (ethyl acetate), CN(C)C=O (DMF). Reaction conditions: temperature 120 celsius, time 3 hour. The product is COC(=O)C=1C=2C=NN(C2C=C(C1)Br)C1=CC=C(C=C1)F (6-bromo-1-(4-fluoro-phenyl)-1H-indazole-4-carboxylic acid methyl ester). RXN SMILES: [CH3:1][O:2][C:3]([C:5]1[C:6]2[CH:7]=[N:8][NH:9][C:10]=2[CH:11]=[C:12]([Br:14])[CH:13]=1)=[O:4].C(=O)([O-])[O-].[K+].[K+].[F:21][C:22]1[CH:27]=[CH:26][C:25](I)=[CH:24][CH:23]=1.CN[C@@H]1CCCC[C@H]1NC>O.C(OCC)(=O)C.[Cu]I.CN(C=O)C>[CH3:1][O:2][C:3]([C:5]1[C:6]2[CH:7]=[N:8][N:9]([C:25]3[CH:26]=[CH:27][C:22]([F:21])=[CH:23][CH:24]=3)[C:10]=2[CH:11]=[C:12]([Br:14])[CH:13]=1)=[O:4] |f:1.2.3|. Procedure details: A mixture of 6-bromo-4-indazolecarboxylic acid methyl ester (2.0 g, 7.8 mmol), copper(I) iodide (0.4 g, 0.2 mmol), potassium carbonate (1.2 g, 8.5 mmol) and 4-fluoroiodobenzene (1.8 g, 8.5 mmol) was charged in a sealed tube at room temperature. The tube was evacuated and back-filled with argon, and DMF (10 mL) and rac-trans-N,N′-dimethylcyclohexane-1,2-diamine (0.20 g, 1.4 mmol) was added. The solution was stirred at 120° C. for 3 hours, cooled to room temperature, and diluted with water (30 mL)...